This data is from the Open Reaction Database (ORD), a public repository of structured organic reaction records. The task is: describe an organic reaction: reactants, conditions, products, and yield Reactants: CC(=O)Nc1cc(C(=O)Nc2nc(C(C)(C)C)cs2)ccn1, CCO, Cl. The product is CC(C)(C)c1csc(NC(=O)c2ccnc(N)c2)n1. Reaction SMILES: [C:1]([CH3:2])([CH3:3])([CH3:4])[c:5]1[n:6][c:7]([NH:10][C:11]([c:12]2[cH:13][c:14]([NH:18][C:19](=[O:20])[CH3:21])[n:15][cH:16][cH:17]2)=[O:22])[s:8][cH:9]1.[CH3:24][CH2:25][OH:26].[ClH:23]>>[C:1]([CH3:2])([CH3:3])([CH3:4])[c:5]1[n:6][c:7]([NH:10][C:11]([c:12]2[cH:13][c:14]([NH2:18])[n:15][cH:16][cH:17]2)=[O:22])[s:8][cH:9]1. The reactants are CO, O=C1NCCCC1=Cc1ccccc1, ClCCl, [Ir]. The product is O=C1NCCCC1Cc1ccccc1. RXN SMILES: [CH3:15][OH:16].[CH:1]([c:2]1[cH:3][cH:4][cH:5][cH:6][cH:7]1)=[C:8]1[C:9](=[O:14])[NH:10][CH2:11][CH2:12][CH2:13]1.[Cl:18][CH2:19][Cl:20].[Ir:17]>>[CH2:1]([c:2]1[cH:3][cH:4][cH:5][cH:6][cH:7]1)[CH:8]1[C:9](=[O:14])[NH:10][CH2:11][CH2:12][CH2:13]1.